Task: describe an organic reaction: reactants, conditions, products, and yield. Dataset: the Open Reaction Database (ORD), a public repository of structured organic reaction records Starting materials: C([O-])([O-])=O.[Cs+].[Cs+] (cesium carbonate), OC1=CC=C(CC2C(N(C(S2)=O)C(C2=CC=CC=C2)(C2=CC=CC=C2)C2=CC=CC=C2)=O)C=C1 (5-(4-hydroxybenzyl)-3-triphenylmethylthiazolidine-2,4-dione), BrCC(=O)OC (methyl bromoacetate). The solvent is CC(=O)C (acetone). Run at time 1 hour. The product is COC(=O)COC1=CC=C(CC2C(N(C(S2)=O)C(C2=CC=CC=C2)(C2=CC=CC=C2)C2=CC=CC=C2)=O)C=C1 (5-(4-Methoxycarbonylmethoxybenzyl)-3-triphenylmethylthiazolidine-2,4-dione). RXN SMILES: C(=O)([O-])[O-].[Cs+].[Cs+].[OH:7][C:8]1[CH:40]=[CH:39][C:11]([CH2:12][CH:13]2[S:17][C:16](=[O:18])[N:15]([C:19]([C:32]3[CH:37]=[CH:36][CH:35]=[CH:34][CH:33]=3)([C:26]3[CH:31]=[CH:30][CH:29]=[CH:28][CH:27]=3)[C:20]3[CH:25]=[CH:24][CH:23]=[CH:22][CH:21]=3)[C:14]2=[O:38])=[CH:10][CH:9]=1.Br[CH2:42][C:43]([O:45][CH3:46])=[O:44]>CC(C)=O>[CH3:46][O:45][C:43]([CH2:42][O:7][C:8]1[CH:9]=[CH:10][C:11]([CH2:12][CH:13]2[S:17][C:16](=[O:18])[N:15]([C:19]([C:32]3[CH:33]=[CH:34][CH:35]=[CH:36][CH:37]=3)([C:20]3[CH:25]=[CH:24][CH:23]=[CH:22][CH:21]=3)[C:26]3[CH:31]=[CH:30][CH:29]=[CH:28][CH:27]=3)[C:14]2=[O:38])=[CH:39][CH:40]=1)=[O:44] |f:0.1.2|. Reported procedure: 126 g of cesium carbonate were added at room temperature to a solution of 120 g of 5-(4-hydroxybenzyl)-3-triphenylmethylthiazolidine-2,4-dione in 2.5 liters of acetone, followed by 36 ml of methyl bromoacetate, and the resulting mixture was stirred for 1 hour. At the end of this time, the reaction mixture was freed from the solvent by distillation under reduced pressure, and the resulting residue was mixed with water. The aqueous mixture was then extracted with ethyl acetate. The extract was was... Starting materials: CC(=O)CC(C)C, O=c1[nH]c(-c2ccc(CCCCCl)cc2)cs1, [I-], [Na+], [Na+], [Na+], O=C([O-])[O-], c1ccc2c(N3CCNCC3)nsc2c1. Product: O=c1[nH]c(-c2ccc(CCCCN3CCN(c4nsc5ccccc45)CC3)cc2)cs1. RXN SMILES: [CH3:41][C:42]([CH2:43][CH:44]([CH3:45])[CH3:46])=[O:47].[Cl:1][CH2:2][CH2:3][CH2:4][CH2:5][c:6]1[cH:7][cH:8][c:9](-[c:12]2[nH:13][c:14](=[O:17])[s:15][cH:16]2)[cH:10][cH:11]1.[I-:40].[Na+:33].[Na+:34].[Na+:39].[O-:35][C:36](=[O:37])[O-:38].[s:18]1[n:19][c:20]([N:27]2[CH2:28][CH2:29][NH:30][CH2:31][CH2:32]2)[c:21]2[c:22]1[cH:23][cH:24][cH:25][cH:26]2>>[CH2:2]([CH2:3][CH2:4][CH2:5][c:6]1[cH:7][cH:8][c:9](-[c:12]2[nH:13][c:14](=[O:17])[s:15][cH:16]2)[cH:10][cH:11]1)[N:30]1[CH2:29][CH2:28][N:27]([c:20]2[n:19][s:18][c:22]3[c:21]2[cH:26][cH:25][cH:24][cH:23]3)[CH2:32][CH2:31]1. The reactants are CN(CC(O)C1=CC=CC=C1)C (Racemic 2-dimethylamino-1-phenyl ethanol), (R)-2-dimethyl-amino-1-phenyl ethanol, C1(=CC=CC=C1)[C@H](CN1CCCC1)O ((R)-1-Phenyl-2-(1-pyrrolidinyl)-ethanol), NO (amino alcohol). Run in CO (methanol). Yields the product CN(C[C@H](O)C1=CC=CC=C1)C ((R)-2-Dimethylamino-1-phenylethanol). Reaction SMILES: [CH3:1][N:2]([CH3:12])[CH2:3][CH:4]([C:6]1[CH:11]=[CH:10][CH:9]=[CH:8][CH:7]=1)[OH:5].C1([C@@H](O)CN2CCCC2)C=CC=CC=1.NO>CO>[CH3:1][N:2]([CH3:12])[CH2:3][C@@H:4]([C:6]1[CH:11]=[CH:10][CH:9]=[CH:8][CH:7]=1)[OH:5]. Reported procedure: Racemic 2-dimethylamino-1-phenyl ethanol was cleaved in accordance with the 2-pyrrolidinyl-1-phenyl ethanol (see example 6) using 16.5 g of crude amino alcohol as described in example 8. The yield of oily (R)-2-dimethyl-amino-1-phenyl ethanol with a [αD20] value of −45.5° (methanol) was 8.9 g. Starting materials: ClC1=C(C=CC=C1)C1=CC(=NC2=CC=CC=C12)NN (4-(o-chlorophenyl)-2-hydrazinoquinoline), C(C)(OCC)(OCC)OCC (triethyl orthoacetate). Run in C=1(C(=CC=CC1)C)C (xylene). The product is CC1=NN=C2N1C1=CC=CC=C1C(=C2)C2=C(C=CC=C2)Cl (1-methyl-5-(o-chlorophenyl)-s-triazolo[4,3-a]quinoline). As a reaction SMILES: [Cl:1][C:2]1[CH:7]=[CH:6][CH:5]=[CH:4][C:3]=1[C:8]1[C:17]2[C:12](=[CH:13][CH:14]=[CH:15][CH:16]=2)[N:11]=[C:10]([NH:18][NH2:19])[CH:9]=1.[C:20](OCC)(OCC)(OCC)[CH3:21]>C1(C)C(C)=CC=CC=1>[CH3:20][C:21]1[N:11]2[C:12]3[C:17]([C:8]([C:3]4[CH:4]=[CH:5][CH:6]=[CH:7][C:2]=4[Cl:1])=[CH:9][C:10]2=[N:18][N:19]=1)=[CH:16][CH:15]=[CH:14][CH:13]=3. Procedure: In the manner given in Example 2, 4-(o-chlorophenyl)-2-hydrazinoquinoline and triethyl orthoacetate are refluxed in xylene to give 1-methyl-5-(o-chlorophenyl)-s-triazolo[4,3-a]quinoline. Reported procedure: In anhydrous tetrahydrofuran (3 ml) are dissolved 1-[(2S)-2-[3-(2-hydroxyethyl)-3-phenethylureido]-4-methylvaleryl]-4-methylpiperazine (Compound No. 18-1, 500 mg) and triphenylphosphine (654 mg) under a nitrogen atmosphere, and the solution is stirred under salt-ice cooling for 30 minutes. To the solution are added a solution of diethyl azodicarboxylate (435 mg) in anhydrous tetrahydrofuran (1 ml) and a solution of thioacetic acid (0.2 ml) in anhydrous tetrahydrofuran (2 ml) successively dropwis... The product is C(C)(=O)SCCN(C(N[C@H](C(=O)N1CCN(CC1)C)CC(C)C)=O)CCC1=CC=CC=C1 (1-[(2S)-2-[3-[2-(Acetylthio)ethyl]-3-phenethylureido]-4-methylvaleryl]-4-methylpiperazine). Yield: 82.0%. RXN SMILES: C1(P(C2C=CC=CC=2)C2C=CC=CC=2)C=CC=CC=1.N(C(OCC)=O)=NC(OCC)=O.[C:32]([OH:35])(=[S:34])[CH3:33].C(=O)([O-])O.[Na+].O[CH2:42][CH2:43][N:44]([CH2:62][CH2:63][C:64]1[CH:69]=[CH:68][CH:67]=[CH:66][CH:65]=1)[C:45](=[O:61])[NH:46][C@@H:47]([CH2:57][CH:58]([CH3:60])[CH3:59])[C:48]([N:50]1[CH2:55][CH2:54][N:53]([CH3:56])[CH2:52][CH2:51]1)=[O:49]>O1CCCC1>[C:32]([S:34][CH2:42][CH2:43][N:44]([CH2:62][CH2:63][C:64]1[CH:65]=[CH:66][CH:67]=[CH:68][CH:69]=1)[C:45](=[O:61])[NH:46][C@@H:47]([CH2:57][CH:58]([CH3:59])[CH3:60])[C:48]([N:50]1[CH2:51][CH2:52][N:53]([CH3:56])[CH2:54][CH2:55]1)=[O:49])(=[O:35])[CH3:33] |f:3.4|. Run in O1CCCC1 (tetrahydrofuran), O1CCCC1 (tetrahydrofuran), O1CCCC1 (tetrahydrofuran). Reaction conditions: time 1 hour. The reactants are C1(=CC=CC=C1)P(C1=CC=CC=C1)C1=CC=CC=C1 (triphenylphosphine), C(O)([O-])=O.[Na+] (sodium hydrogencarbonate), N(=NC(=O)OCC)C(=O)OCC (diethyl azodicarboxylate), OCCN(C(N[C@H](C(=O)N1CCN(CC1)C)CC(C)C)=O)CCC1=CC=CC=C1 (1-[(2S)-2-[3-(2-hydroxyethyl)-3-phenethylureido]-4-methylvaleryl]-4-methylpiperazine), C(C)(=S)O (thioacetic acid). The reactants are N#Cc1ccc(NCCNc2nc(Cl)cc3nc(C(F)(F)F)cn23)nc1, OB(O)c1ccc(Cl)cc1Cl. Product: N#Cc1ccc(NCCNc2nc(-c3ccc(Cl)cc3Cl)cc3nc(C(F)(F)F)cn23)nc1. Reaction SMILES: [Cl:1][c:2]1[cH:3][c:4]2[n:5]([c:6]([NH:8][CH2:9][CH2:10][NH:11][c:12]3[n:13][cH:14][c:15]([C:16]#[N:17])[cH:18][cH:19]3)[n:7]1)[cH:20][c:21]([C:23]([F:24])([F:25])[F:26])[n:22]2.[Cl:27][c:28]1[c:29]([B:35]([OH:36])[OH:37])[cH:30][cH:31][c:32]([Cl:34])[cH:33]1>>[c:2]1(-[c:29]2[c:28]([Cl:27])[cH:33][c:32]([Cl:34])[cH:31][cH:30]2)[cH:3][c:4]2[n:5]([c:6]([NH:8][CH2:9][CH2:10][NH:11][c:12]3[n:13][cH:14][c:15]([C:16]#[N:17])[cH:18][cH:19]3)[n:7]1)[cH:20][c:21]([C:23]([F:24])([F:25])[F:26])[n:22]2.